This data is from the Open Reaction Database (ORD), a public repository of structured organic reaction records. The task is: describe an organic reaction: reactants, conditions, products, and yield Reactants: C[Si](Cl)(C)C (trimethylchlorosilane), C(C)OP(=O)(CC1CCCCC1)C(OCC)OCC (diethoxymethyl(cyclohexylmethyl)phosphinic acid ethyl ester), C(C)O (ethanol). Solvent: ClCCl (dichloromethane). Reaction conditions: time 3 day. Yields the product C(C)OP(=O)CC1CCCCC1 (cyclohexylmethylphosphinic acid ethyl ester). Reaction SMILES: C[Si](C)(C)Cl.[CH2:6]([O:8][P:9](C(OCC)OCC)([CH2:11][CH:12]1[CH2:17][CH2:16][CH2:15][CH2:14][CH2:13]1)=[O:10])[CH3:7].C(O)C>ClCCl>[CH2:6]([O:8][PH:9]([CH2:11][CH:12]1[CH2:17][CH2:16][CH2:15][CH2:14][CH2:13]1)=[O:10])[CH3:7]. Reported procedure: 107 g of trimethylchlorosilane are added to a solution of 151 g of diethoxymethyl(cyclohexylmethyl)phosphinic acid ethyl ester in 430 ml of dichloromethane that contains 10% by volume ethanol and the mixture is left to stand for 3 days at room temperature, then concentrated to dryness by evaporation and distilled under reduced pressure, yielding cyclohexylmethylphosphinic acid ethyl ester having a boiling point of 50° (3×10-4 bar). Starting materials: C([O-])(O)=O.[Na+] (sodium bicarbonate), FC1=CC=C(C=C1)C1=NC(=NC(=C1/C=C/C(C[C@H](CC(=O)OC)O[Si](C)(C)C(C)(C)C)=O)C(C)C)N(S(=O)(=O)C)C (methyl 7-[4-(4-fluorophenyl)-6-isopropyl-2-(N-methyl-N-methylsulfonylamino)pyrimidin-5-yl]-(3R)-3-(tert-butyldimethylsilyloxy)-5-oxo-(E)-6-heptenate), F (hydrogen flouride). Solvent: C(C)#N (acetonitrile), C(C)#N (acetonitrile). Conditions: time 1.5 hour. The product is FC1=CC=C(C=C1)C1=NC(=NC(=C1/C=C/C(C[C@H](CC(=O)OC)O)=O)C(C)C)N(S(=O)(=O)C)C (methyl 7-[4-(4-fluorophenyl)-6-isopropyl-2-(N-methyl-N-methylsulfonylamino)pyrimidin-5-yl]-(3R)-3-hydroxy-5-oxo-(E)-6-heptenate). The yield is 100.1%. RXN SMILES: [F:1][C:2]1[CH:7]=[CH:6][C:5]([C:8]2[C:13](/[CH:14]=[CH:15]/[C:16](=[O:32])[CH2:17][C@@H:18]([O:24][Si](C(C)(C)C)(C)C)[CH2:19][C:20]([O:22][CH3:23])=[O:21])=[C:12]([CH:33]([CH3:35])[CH3:34])[N:11]=[C:10]([N:36]([CH3:41])[S:37]([CH3:40])(=[O:39])=[O:38])[N:9]=2)=[CH:4][CH:3]=1.F.C(=O)(O)[O-].[Na+]>C(#N)C>[F:1][C:2]1[CH:7]=[CH:6][C:5]([C:8]2[C:13](/[CH:14]=[CH:15]/[C:16](=[O:32])[CH2:17][C@@H:18]([OH:24])[CH2:19][C:20]([O:22][CH3:23])=[O:21])=[C:12]([CH:33]([CH3:35])[CH3:34])[N:11]=[C:10]([N:36]([CH3:41])[S:37]([CH3:40])(=[O:39])=[O:38])[N:9]=2)=[CH:4][CH:3]=1 |f:2.3|. Procedure details: To a solution of 16 g of the compound 6 in 100 ml of acetonitrile is added dropwise a solution of 48% hydrogen flouride in 400 ml of acetonitrile (1:19) under ice-cooling, and the mixture is warmed to room temperature and stirred for 1.5 hours. The reaction mixture is neutralized with sodium bicarbonate and extracted with ether. The organic layer is washed with sodium chloride, dried and evaporated under reduced pressure to distil ether to give 13 g (Yield: 100%) of methyl 7-[4-(4-fluorophenyl)-... The reactants are OC=1C=C2C(C=C(OC2=CC1)C1=CC=CC=C1)=O (6-hydroxyflavone), BrCCCCCCCl (1-bromo-6-chlorohexane), N1CCCC1 (pyrrolidine). Product: Cl.N1(CCCC1)CCCCCCOC=1C=CC2=C(C(C=C(O2)C2=CC=CC=C2)=O)C1 (6-(Pyrrolidylhexoxy)-2-phenyl-4H-1-benzopyran-4-one hydrochloride). As a reaction SMILES: [OH:1][C:2]1[CH:3]=[C:4]2[C:9](=[CH:10][CH:11]=1)[O:8][C:7]([C:12]1[CH:17]=[CH:16][CH:15]=[CH:14][CH:13]=1)=[CH:6][C:5]2=[O:18].Br[CH2:20][CH2:21][CH2:22][CH2:23][CH2:24][CH2:25][Cl:26].[NH:27]1[CH2:31][CH2:30][CH2:29][CH2:28]1>>[ClH:26].[N:27]1([CH2:20][CH2:21][CH2:22][CH2:23][CH2:24][CH2:25][O:1][C:2]2[CH:11]=[CH:10][C:9]3[O:8][C:7]([C:12]4[CH:17]=[CH:16][CH:15]=[CH:14][CH:13]=4)=[CH:6][C:5](=[O:18])[C:4]=3[CH:3]=2)[CH2:31][CH2:30][CH2:29][CH2:28]1 |f:3.4|. Procedure: The compound was prepared by the method of Example 3 from 6-hydroxyflavone, 1-bromo-6-chlorohexane, and pyrrolidine: mp 179°-181 ° C.